From a dataset of the Open Reaction Database (ORD), a public repository of structured organic reaction records. describe an organic reaction: reactants, conditions, products, and yield The reactants are ClCCl, Fc1cccc(F)c1CBr, Cc1ccc(O)c(N)n1, [Na+], [OH-], O. Yields the product Cc1ccc(OCc2c(F)cccc2F)c(N)n1. Reaction SMILES: [Cl:23][CH2:24][Cl:25].[F:1][c:2]1[c:3]([CH2:4][Br:5])[c:6]([F:10])[cH:7][cH:8][cH:9]1.[NH2:11][c:12]1[n:13][c:14]([CH3:19])[cH:15][cH:16][c:17]1[OH:18].[Na+:22].[OH-:21].[OH2:20]>>[F:1][c:2]1[c:3]([CH2:4][O:18][c:17]2[c:12]([NH2:11])[n:13][c:14]([CH3:19])[cH:15][cH:16]2)[c:6]([F:10])[cH:7][cH:8][cH:9]1.